Dataset: the Open Reaction Database (ORD), a public repository of structured organic reaction records. Task: describe an organic reaction: reactants, conditions, products, and yield Reactants: CC1CN(c2ccc(C#N)c(C(F)(F)F)c2)C(C)CN1Cc1ccccc1, CC(Cl)OC(=O)Cl, CC(Cl)Cl. Product: CC1CN(c2ccc(C#N)c(C(F)(F)F)c2)C(C)CN1. As a reaction SMILES: [CH2:8]([c:9]1[cH:10][cH:11][cH:12][cH:13][cH:14]1)[N:15]1[CH2:16][CH:17]([CH3:34])[N:18]([c:22]2[cH:23][c:24]([C:30]([F:31])([F:32])[F:33])[c:25]([C:26]#[N:27])[cH:28][cH:29]2)[CH2:19][CH:20]1[CH3:21].[Cl:1][C:2]([O:3][CH:4]([Cl:5])[CH3:6])=[O:7].[Cl:35][CH:36]([Cl:37])[CH3:38]>>[NH:15]1[CH2:16][CH:17]([CH3:34])[N:18]([c:22]2[cH:23][c:24]([C:30]([F:31])([F:32])[F:33])[c:25]([C:26]#[N:27])[cH:28][cH:29]2)[CH2:19][CH:20]1[CH3:21]. The yield is 92.4%. RXN SMILES: Cl[CH2:2][CH2:3][CH2:4][S:5][C:6]1[CH:11]=[CH:10][C:9]([NH:12][S:13]([CH3:16])(=[O:15])=[O:14])=[CH:8][CH:7]=1.[I-:17].[Na+]>CC(C)=O>[I:17][CH2:2][CH2:3][CH2:4][S:5][C:6]1[CH:11]=[CH:10][C:9]([NH:12][S:13]([CH3:16])(=[O:15])=[O:14])=[CH:8][CH:7]=1 |f:1.2|. Procedure: A solution of N-[4-(3-chloro-1-propylthio)phenyl]methanesulfonamide (4.0 g, 0.014 mol) and sodium iodide (6.4 g 0.043 mol) in acetone (55 mL) was heated under reflux for 18 hours. The mixture was concentrated, taken up in EtOAc, washed with brine, 10% aqueous sodium bisulfite, brine, dried (MgSO4), and concentrated to give 4.8 g (91%) of product as an off-white and solid m.p. 59°-63° C. The solvent is CC(=O)C (acetone). The reactants are ClCCCSC1=CC=C(C=C1)NS(=O)(=O)C (N-[4-(3-chloro-1-propylthio)phenyl]methanesulfonamide), [I-].[Na+] (sodium iodide). Yields the product ICCCSC1=CC=C(C=C1)NS(=O)(=O)C (N-[4-(3-Iodo-1-propylthio)phenyl]methanesulfonamide). The reactants are C(C)(C)(C)C=1C=CC(=C(C1)C=1N([C@@H]([C@@H](N1)C1=CC=C(C=C1)Cl)C1=CC=C(C=C1)Cl)C(=O)Cl)OCC ((4S,5R)-2-(5-tert-butyl-2-ethoxy-phenyl)-4,5-bis-(4-chloro-phenyl)-4,5-dihydro-imidazole-1-carbonyl chloride), N1C(CNCC1)=O (2-piperazinone). The product is C(C)(C)(C)C=1C=CC(=C(C1)C=1N([C@@H]([C@@H](N1)C1=CC=C(C=C1)Cl)C1=CC=C(C=C1)Cl)C(=O)N1CC(NCC1)=O)OCC (4-[(4S,5R)-2-(5-tert-Butyl-2-ethoxy-phenyl)-4,5-bis-(4-chloro-phenyl)-4,5-dihydro-imidazole-1-carbonyl]-piperazin-2-one). Reaction SMILES: [C:1]([C:5]1[CH:6]=[CH:7][C:8]([O:33][CH2:34][CH3:35])=[C:9]([C:11]2[N:12]([C:30](Cl)=[O:31])[C@H:13]([C:23]3[CH:28]=[CH:27][C:26]([Cl:29])=[CH:25][CH:24]=3)[C@H:14]([C:16]3[CH:21]=[CH:20][C:19]([Cl:22])=[CH:18][CH:17]=3)[N:15]=2)[CH:10]=1)([CH3:4])([CH3:3])[CH3:2].[NH:36]1[CH2:41][CH2:40][NH:39][CH2:38][C:37]1=[O:42]>>[C:1]([C:5]1[CH:6]=[CH:7][C:8]([O:33][CH2:34][CH3:35])=[C:9]([C:11]2[N:12]([C:30]([N:39]3[CH2:40][CH2:41][NH:36][C:37](=[O:42])[CH2:38]3)=[O:31])[C@H:13]([C:23]3[CH:24]=[CH:25][C:26]([Cl:29])=[CH:27][CH:28]=3)[C@H:14]([C:16]3[CH:21]=[CH:20][C:19]([Cl:22])=[CH:18][CH:17]=3)[N:15]=2)[CH:10]=1)([CH3:4])([CH3:2])[CH3:3]. Procedure details: 4-[(4S,5R)-2-(5-tert-Butyl-2-ethoxy-phenyl)-4,5-bis-(4-chloro-phenyl)-4,5-dihydro-imidazole-1-carbonyl]-piperazin-2-one was prepared from (4S,5R)-2-(5-tert-butyl-2-ethoxy-phenyl)-4,5-bis-(4-chloro-phenyl)-4,5-dihydro-imidazole-1-carbonyl chloride (example 12d) and 2-piperazinone (Avocado Organics) in an analogous manner as described in example 25. LR-MS: 593.3 [(M+H)+] Reactants: ClC1=C2C(=NC(=C1)C1=CC=C(C=C1)F)C=CS2 (7-chloro-5-(4-fluorophenyl)thieno[3,2-b]pyridine), NCC1CCNCC1 (4-aminomethylpiperidine). The product is N1CCC(CC1)CNC1=C2C(=NC(=C1)C1=CC=C(C=C1)F)C=CS2 (N-(4-piperidinylmethyl)-5-(4-fluorophenyl) thieno[3,2-b]pyridin-7-amine). The yield is 19.0%. RXN SMILES: Cl[C:2]1[CH:7]=[C:6]([C:8]2[CH:13]=[CH:12][C:11]([F:14])=[CH:10][CH:9]=2)[N:5]=[C:4]2[CH:15]=[CH:16][S:17][C:3]=12.[NH2:18][CH2:19][CH:20]1[CH2:25][CH2:24][NH:23][CH2:22][CH2:21]1>>[NH:23]1[CH2:24][CH2:25][CH:20]([CH2:19][NH:18][C:2]2[CH:7]=[C:6]([C:8]3[CH:13]=[CH:12][C:11]([F:14])=[CH:10][CH:9]=3)[N:5]=[C:4]3[CH:15]=[CH:16][S:17][C:3]=23)[CH2:21][CH2:22]1. Procedure details: A solution of 7-chloro-5-(4-fluorophenyl)thieno[3,2-b]pyridine (60 mg, 0.23 mmole) in 4-aminomethylpiperidine (1 mL) is heated at 160° C. oil bath under N2 for 4 hours. The reaction mixture is cooled to room temperature and purified on preperative tlc plate to give N-(4-piperidinylmethyl)-5-(4-fluorophenyl) thieno[3,2-b]pyridin-7-amine (15 mg, 19% yield) as a colorless oil. This material is dissolved in 1 mL ethyl acetate. Ethyl acetate saturated with HCl (2 mL) is added and then concentrated to...